Dataset: the Open Reaction Database (ORD), a public repository of structured organic reaction records. Task: describe an organic reaction: reactants, conditions, products, and yield The reactants are NC1=CC(=C(OC2=C3C(=NC=C2)NC=C3CCO)C=C1)F (2-[4-(4-amino-2-fluorophenoxy)-1H-pyrrolo[2,3-b]pyridin-3-yl]ethanol), [OH-].[Na+] (sodium hydroxide), ClC1=NC(=NC=C1)N (4-chloropyrimidine-2-amine), Cl (hydrochloric acid). Solvent: O (water). Product: NC1=NC=CC(=N1)NC1=CC(=C(OC2=C3C(=NC=C2)NC=C3CCO)C=C1)F (2-(4-{4-[(2-Aminopyrimidin-4-yl)amino]-2-fluorophenoxy}-1H-pyrrolo[2,3-b]pyridin-3-yl)ethanol). RXN SMILES: [NH2:1][C:2]1[CH:20]=[CH:19][C:5]([O:6][C:7]2[CH:12]=[CH:11][N:10]=[C:9]3[NH:13][CH:14]=[C:15]([CH2:16][CH2:17][OH:18])[C:8]=23)=[C:4]([F:21])[CH:3]=1.Cl[C:23]1[CH:28]=[CH:27][N:26]=[C:25]([NH2:29])[N:24]=1.Cl.[OH-].[Na+]>O>[NH2:29][C:25]1[N:26]=[C:27]([NH:1][C:2]2[CH:20]=[CH:19][C:5]([O:6][C:7]3[CH:12]=[CH:11][N:10]=[C:9]4[NH:13][CH:14]=[C:15]([CH2:16][CH2:17][OH:18])[C:8]=34)=[C:4]([F:21])[CH:3]=2)[CH:28]=[CH:23][N:24]=1 |f:3.4|. Procedure details: 135 mg (0.47 mmol) of 2-[4-(4-amino-2-fluorophenoxy)-1H-pyrrolo[2,3-b]pyridin-3-yl]ethanol and 79 mg (0.61 mmol) of 4-chloropyrimidine-2-amine are suspended in 6 ml of water. 0.6 ml (0.6 mmol) of 1N hydrochloric acid is added, and the mixture is heated at reflux overnight. Using 1N aqueous sodium hydroxide solution, the suspension is adjusted to pH 10, resulting in the precipitation of crystals. The crystals are filtered off with suction, washed with water and purified by column chromatography o... The reactants are C(C)C1=C(C(=CC=C1)C)O (2-ethyl-6-methyl-phenol), C1N2CN3CN1CN(C2)C3 (hexamethylene tetraamine), C(C)(=O)O (acetic acid). Run in O (water). Yields the product C(C)C=1C=C(C=O)C=C(C1O)C (3-ethyl-4-hydroxy-5-methyl-benzaldehyde). Reaction SMILES: [CH2:1]([C:3]1[CH:8]=[CH:7][CH:6]=[C:5]([CH3:9])[C:4]=1[OH:10])[CH3:2].C1N2CN3CN(C2)CN1C3.[C:21](O)(=[O:23])C>O>[CH2:1]([C:3]1[CH:8]=[C:7]([CH:6]=[C:5]([CH3:9])[C:4]=1[OH:10])[CH:21]=[O:23])[CH3:2]. Reported procedure: To an ice-cold solution of H2SO4 (150 mL) in water (250 mL), 2-ethyl-6-methylaniline (15.0 g, 111 mmol) is added. The solution is treated with ice (150 g) before a solution of NaNO2 (10.7 g, 155 mmol) in water (150 mL) and ice (50 g) is added dropwise. The mixture is stirred at 0° C. for 1 h. 50% aq. H2SO4 (200 mL) is added and stirring is continued at rt for 18 h. The mixture is extracted with DCM and the organic extracts are dried over MgSO4 and evaporated. The crude product is purified by CC ... Reactants: ONC(=N)C1=CC=C(C=C1)CC(=O)OC (methyl [4-(N-hydroxycarbamimidoyl)-phenyl]-acetate). Run in Cl (HCl). Product: ONC(=N)C1=CC=C(C=C1)CC(=O)O ([4-(N-hydroxycarbamimidoyl)-phenyl]-acetic acid). Reaction SMILES: [OH:1][NH:2][C:3]([C:5]1[CH:10]=[CH:9][C:8]([CH2:11][C:12]([O:14]C)=[O:13])=[CH:7][CH:6]=1)=[NH:4]>Cl>[OH:1][NH:2][C:3]([C:5]1[CH:6]=[CH:7][C:8]([CH2:11][C:12]([OH:14])=[O:13])=[CH:9][CH:10]=1)=[NH:4]. Procedure details: A solution of methyl [4-(N-hydroxycarbamimidoyl)-phenyl]-acetate (3.67 g, 17.6 mmol) in 25% aq. HCl (15 mL) is stirred at 65° C. for 4 h. The solvent is removed in vacuo and the residue is dried under high vacuum to give [4-(N-hydroxycarbamimidoyl)-phenyl]-acetic acid (3.80 g, presumably as hydrochloride) as a yellow solid; LC-MS: tR=0.34 min, [M+1]+=195.05.